Dataset: the Open Reaction Database (ORD), a public repository of structured organic reaction records. Task: describe an organic reaction: reactants, conditions, products, and yield The reactants are C1(CC1)N1N=CC(=C1N1CC[C@@H](CCC1)NC(C(F)(F)F)=O)[N+](=O)[O-] ((R)—N-(1-(1-cyclopropyl-4-nitro-1H-pyrazol-5-yl)azepan-4-yl)-2,2,2-trifluoroacetamide), C(C)(C)(C)OC(=O)NC1=C(N=C(S1)C1=C(C=CC=C1)F)C(=O)O (5-(tert-butoxycarbonylamino)-2-(2-fluorophenyl)thiazole-4-carboxylic acid). The product is FC1=C(C=CC=C1)C=1SC(=C(N1)C(NC=1C=NN(C1N1CC[C@@H](CCC1)NC(C(F)(F)F)=O)C1CC1)=O)NC(OC(C)(C)C)=O ((R)-tert-butyl 2-(2-fluorophenyl)-4-(1-cyclopropyl-5-(4-(2,2,2-trifluoroacetamido)azepan-1-yl)-1H-pyrazol-4-ylcarbamoyl)thiazol-5-ylcarbamate). Yield: 76.0%. Reaction SMILES: [CH:1]1([N:4]2[C:8]([N:9]3[CH2:15][CH2:14][CH2:13][C@@H:12]([NH:16][C:17](=[O:22])[C:18]([F:21])([F:20])[F:19])[CH2:11][CH2:10]3)=[C:7]([N+:23]([O-])=O)[CH:6]=[N:5]2)[CH2:3][CH2:2]1.[C:26]([O:30][C:31]([NH:33][C:34]1[S:38][C:37]([C:39]2[CH:44]=[CH:43][CH:42]=[CH:41][C:40]=2[F:45])=[N:36][C:35]=1[C:46](O)=[O:47])=[O:32])([CH3:29])([CH3:28])[CH3:27]>>[F:45][C:40]1[CH:41]=[CH:42][CH:43]=[CH:44][C:39]=1[C:37]1[S:38][C:34]([NH:33][C:31](=[O:32])[O:30][C:26]([CH3:28])([CH3:27])[CH3:29])=[C:35]([C:46](=[O:47])[NH:23][C:7]2[CH:6]=[N:5][N:4]([CH:1]3[CH2:3][CH2:2]3)[C:8]=2[N:9]2[CH2:15][CH2:14][CH2:13][C@@H:12]([NH:16][C:17](=[O:22])[C:18]([F:21])([F:20])[F:19])[CH2:11][CH2:10]2)[N:36]=1. Reported procedure: Following the procedure for Example 506 starting with (R)—N-(1-(1-cyclopropyl-4-nitro-1H-pyrazol-5-yl)azepan-4-yl)-2,2,2-trifluoroacetamide and 5-(tert-butoxycarbonylamino)-2-(2-fluorophenyl)thiazole-4-carboxylic acid gave (R)-tert-butyl 2-(2-fluorophenyl)-4-(1-cyclopropyl-5-(4-(2,2,2-trifluoroacetamido)azepan-1-yl)-1H-pyrazol-4-ylcarbamoyl)thiazol-5-ylcarbamate as a cream solid (370 mg, 76%). 1H-NMR (400 MHz, CDCl3) δ 10.36 (s, 1H), 8.69 (s, 1H), 8.12-8.00 (m, 1H), 7.45-7.30 (m, 1H), 7.28-7.15 ... Product: NC1=C(C(=NC=N1)N1CCC(CC1)C=1N(C=C(N1)C1=CC(=C(C=C1)F)C)CCO)Br (2-(2-(1-(6-amino-5-bromopyrimidin-4-yl)piperidin-4-yl)-4-(4-fluoro-3-methylphenyl)-1H-imidazol-1-yl)ethanol). The reactants are O (water), BrC=1C(=NC=NC1Cl)N (5-bromo-6-chloro-pyrimidin-4-ylamine), Cl.N1(CCC1)CCN1C(=NC(=C1)C=1C=NC=C(C1)C(F)(F)F)C1CCNCC1 (3-[1-(2-Azetidin-1-yl-ethyl)-2-piperidin-4-yl-1H-imidazol-4-yl]-5-trifluoromethyl-pyridine hydrochloride), C(=O)([O-])[O-].[Cs+].[Cs+] (Cs2CO3), CS(=O)C (DMSO). Procedure details: A reaction mixture of 5-bromo-6-chloro-pyrimidin-4-ylamine (370.00 mg; 1.78 mmol; 1.00 eq.), 2-[4-(4-fluoro-3-methyl-phenyl)-2-piperidin-4-yl-imidazol-1-yl]-ethanol hydrochloride (3) (732.67 mg; 1.78 mmol; 1.00 eq.), and Cs2CO3 (2313.40 mg; 7.10 mmol; 4.00 eq.) in DMSO 10 ml, stirred at 100° C. for overnight, cooled, poured into water 60 ml, stirred for 15 mins, filtered, collected light yellow solid, which was washed with water, dried, got title compound, 750 mg, 88.9%. As a reaction SMILES: [Br:1][C:2]1[C:3]([NH2:9])=[N:4][CH:5]=[N:6][C:7]=1Cl.Cl.N1(C[CH2:16][N:17]2[CH:21]=[C:20]([C:22]3[CH:23]=N[CH:25]=[C:26]([C:28]([F:31])(F)F)[CH:27]=3)[N:19]=[C:18]2[CH:32]2[CH2:37][CH2:36][NH:35][CH2:34][CH2:33]2)CCC1.[C:38]([O-:41])([O-])=O.[Cs+].[Cs+].O.[CH3:45]S(C)=O>>[NH2:9][C:3]1[N:4]=[CH:5][N:6]=[C:7]([N:35]2[CH2:34][CH2:33][CH:32]([C:18]3[N:17]([CH2:16][CH2:38][OH:41])[CH:21]=[C:20]([C:22]4[CH:23]=[CH:45][C:28]([F:31])=[C:26]([CH3:25])[CH:27]=4)[N:19]=3)[CH2:37][CH2:36]2)[C:2]=1[Br:1] |f:1.2,3.4.5|. Run at temperature 100 celsius, time 8 hour. Starting materials: COC(C1=CC=C(C=C1)N1CCNCC1)=O (4-(Piperazin-1-yl)-benzoic acid methyl ester), C(C)#N (acetonitrile), BrCCOC (2-bromoethylmethylether), C([O-])([O-])=O.[K+].[K+] (potassium carbonate). Conditions: temperature 80 celsius, time 8 hour. Yields the product COC(C1=C(C=CC=C1)N1CCN(CC1)CCOC)=O ([4-(2-methoxy-ethyl)-piperazin-1-yl]-benzoic acid methyl ester). Reaction SMILES: COC(=O)[C:4]1[CH:9]=[CH:8][C:7]([N:10]2[CH2:15][CH2:14][NH:13][CH2:12][CH2:11]2)=[CH:6][CH:5]=1.Br[CH2:18][CH2:19][O:20][CH3:21].[C:22](=[O:25])([O-])[O-:23].[K+].[K+].[C:28](#N)C>>[CH3:28][O:23][C:22](=[O:25])[C:6]1[CH:5]=[CH:4][CH:9]=[CH:8][C:7]=1[N:10]1[CH2:11][CH2:12][N:13]([CH2:18][CH2:19][O:20][CH3:21])[CH2:14][CH2:15]1 |f:2.3.4|. Procedure: 4-(Piperazin-1-yl)-benzoic acid methyl ester (19 mmol), 2-bromoethylmethylether (21 mmol), and potassium carbonate (22.8 mmol) are suspended in acetonitrile (50 ml) and stirred at 80° C. for 8 hours. After evaporation of the solvent, the residue is dissolved in water and extracted three times with CH2Cl2. The extract is dried over sodium sulfate and evaporated. The residue is suspended in diethylether/pentane and the solid filtered of and dried (vacuum). A powder with mp. 103-105° C. is obtained... Reactants: N1CCCC1 (pyrrolidine), C(#N)C=1C=C2C(=CC=NC2=CC1OC[C@@H]1OC1)OC1=CC(=C(C=C1)NC(=O)NC)Cl (N-(4-{6-cyano-7-[(2R)-oxiran-2-yl]methoxyquinolin-4-yloxy}-2-chlorophenyl)-N′-methylurea). The solvent is O1CCCC1 (tetrahydrofuran). Run at temperature 60 celsius. Product: C(#N)C=1C=C2C(=CC=NC2=CC1OC[C@@H](CN1CCCC1)O)OC1=CC(=C(C=C1)NC(=O)NC)Cl (N-(4-{6-Cyano-7-[(2R)-2-hydroxy-3-pyrrolidin-1-ylpropoxy]quinolin-4-yloxy}-2-chlorophenyl)-N′-methylurea). Reaction SMILES: [NH:1]1[CH2:5][CH2:4][CH2:3][CH2:2]1.[C:6]([C:8]1[CH:9]=[C:10]2[C:15](=[CH:16][C:17]=1[O:18][CH2:19][C@H:20]1[CH2:22][O:21]1)[N:14]=[CH:13][CH:12]=[C:11]2[O:23][C:24]1[CH:29]=[CH:28][C:27]([NH:30][C:31]([NH:33][CH3:34])=[O:32])=[C:26]([Cl:35])[CH:25]=1)#[N:7]>O1CCCC1>[C:6]([C:8]1[CH:9]=[C:10]2[C:15](=[CH:16][C:17]=1[O:18][CH2:19][C@H:20]([OH:21])[CH2:22][N:1]1[CH2:5][CH2:4][CH2:3][CH2:2]1)[N:14]=[CH:13][CH:12]=[C:11]2[O:23][C:24]1[CH:29]=[CH:28][C:27]([NH:30][C:31]([NH:33][CH3:34])=[O:32])=[C:26]([Cl:35])[CH:25]=1)#[N:7]. Reported procedure: After adding tetrahydrofuran (1.0 ml) and pyrrolidine (0.10 ml) to N-(4-{6-cyano-7-[(2R)-oxiran-2-yl]methoxyquinolin-4-yloxy}-2-chlorophenyl)-N′-methylurea (110 mg), the mixture was heated at 60° C. for 2 hours. The reaction solution was purified by NH silica gel column chromatography (ethyl acetate-methanol system) to obtain the title compound (65 mg) as light yellow crystals. The reactants are Br, O=C([O-])[O-], ClCCl, COc1c(C)cc(C2(c3cccc(-c4cncnc4)c3)N=C(N)c3c(F)cccc32)cc1CO, [Na+], [Na+]. Product: COc1c(C)cc(C2(c3cccc(-c4cncnc4)c3)N=C(N)c3c(F)cccc32)cc1CBr. As a reaction SMILES: [BrH:35].[C:36](=[O:37])([O-:38])[O-:39].[Cl:42][CH2:43][Cl:44].[NH2:1][C:2]1=[N:3][C:4]([c:12]2[cH:13][c:14](-[c:18]3[cH:19][n:20][cH:21][n:22][cH:23]3)[cH:15][cH:16][cH:17]2)([c:24]2[cH:25][c:26]([CH3:34])[c:27]([O:32][CH3:33])[c:28]([CH2:30][OH:31])[cH:29]2)[c:5]2[cH:6][cH:7][cH:8][c:9]([F:11])[c:10]21.[Na+:40].[Na+:41]>>[NH2:1][C:2]1=[N:3][C:4]([c:12]2[cH:13][c:14](-[c:18]3[cH:19][n:20][cH:21][n:22][cH:23]3)[cH:15][cH:16][cH:17]2)([c:24]2[cH:25][c:26]([CH3:34])[c:27]([O:32][CH3:33])[c:28]([CH2:30][Br:35])[cH:29]2)[c:5]2[cH:6][cH:7][cH:8][c:9]([F:11])[c:10]21. The reactants are CC(C)(C)C(=O)Cl, Nc1nc2[nH]ccc2c(=O)[nH]1, c1ccncc1. The product is CC(C)(C)C(=O)Nc1nc2[nH]ccc2c(=O)[nH]1. RXN SMILES: [CH3:12][C:13]([C:14](=[O:15])[Cl:16])([CH3:17])[CH3:18].[NH2:1][c:2]1[nH:3][c:4](=[O:11])[c:5]2[c:6]([n:7]1)[nH:8][cH:9][cH:10]2.[cH:19]1[cH:20][cH:21][n:22][cH:23][cH:24]1>>[NH:1]([c:2]1[nH:3][c:4](=[O:11])[c:5]2[c:6]([n:7]1)[nH:8][cH:9][cH:10]2)[C:14]([C:13]([CH3:12])([CH3:17])[CH3:18])=[O:15]. Starting materials: C(C)OC(=O)C1=CC2=C(N=C(N=C2C2=C(C=CC(=C2)C=O)C)N)S1 (2-Amino-4-(5-formyl-2-methyl-phenyl)-thieno[2,3-d]pyrimidine-6-carboxylic acid ethyl ester), C(CC)N (propylamine), C(C)N (ethylamine), [BH4-].[Na+] (Sodium borohydride). The solvent is CO (Methanol), CO (methanol). Reaction conditions: time 30 minute. Product: C(C)NC(=O)C1=CC2=C(N=C(N=C2C2=C(C=CC(=C2)CNCCC)C)N)S1 (2-Amino-4-(2-methyl-5-propylaminomethyl-phenyl)-thieno[2,3-d]pyrimidine-6-carboxylic acid ethylamide). Isolated yield 45.0%. As a reaction SMILES: C([O:3][C:4]([C:6]1[S:24][C:9]2[N:10]=[C:11]([NH2:23])[N:12]=[C:13]([C:14]3[CH:19]=[C:18]([CH:20]=O)[CH:17]=[CH:16][C:15]=3[CH3:22])[C:8]=2[CH:7]=1)=O)C.[CH2:25]([NH2:28])[CH2:26][CH3:27].[BH4-].[Na+].[CH2:31]([NH2:33])[CH3:32]>CO>[CH2:31]([NH:33][C:4]([C:6]1[S:24][C:9]2[N:10]=[C:11]([NH2:23])[N:12]=[C:13]([C:14]3[CH:19]=[C:18]([CH2:20][NH:28][CH2:25][CH2:26][CH3:27])[CH:17]=[CH:16][C:15]=3[CH3:22])[C:8]=2[CH:7]=1)=[O:3])[CH3:32] |f:2.3|. Procedure details: Methanol (5 mL) was added to 2-Amino-4-(5-formyl-2-methyl-phenyl)-thieno[2,3-d]pyrimidine-6-carboxylic acid ethyl ester (100 mg, 0.29 mmol) and propylamine (0.586 mmol) then added to resulting suspension. Reaction mixture was heated to reflux (affording homogeneous brown solution) for 4 hours then allowed to cool to ambient temperature. Sodium borohydride (23 mg; 0.58 mmol) was added and reaction mixture stirred for 30 mins. Methanol was removed in vacuo and the residue was partitioned between w... Reactants: C(C)(=O)SC(CC(=O)O)C(CC(C)C)C(=O)N[C@@H](CC1=CC=C(C=C1)OC)C(=O)NC (3-acetylmercapto-6-methyl-4-[[[1-(S)-[(methylamino)carbonyl]-2-(4-methoxyphenyl)ethyl]amino]carbonyl]heptanoic acid), N,N1 -dicyclohexylcarbodiimide, ON1N=NC2=C1C=CC=C2 (1-hydroxybenzotriazole), CN1CCNCC1 (N-methylpiperazine). Reported procedure: A mixture of 3-acetylmercapto-6-methyl-4-[[[1-(S)-[(methylamino)carbonyl]-2-(4-methoxyphenyl)ethyl]amino]-carbonyl]heptanoic acid (E5, Isomer A; 226 mg, 0.5 mmol), N,N1 -dicyclohexylcarbodiimide (103 mg, 0.5 mmol), 1-hydroxybenzotriazole (76 mg, 0.5 mmol) and N-methylpiperazine (0.05 ml, 0.5 mmol) in dichloromethane (8 ml) was stirred at 5° C. for 1 h, then at room temperature overnight. After cooling, the precipitated solid was filtered off. The solution was diluted with dichloromethane and ext... The solvent is ClCCl (dichloromethane). As a reaction SMILES: [C:1]([S:4][CH:5]([CH:10]([C:15]([NH:17][C@H:18]([C:28]([NH:30][CH3:31])=[O:29])[CH2:19][C:20]1[CH:25]=[CH:24][C:23]([O:26][CH3:27])=[CH:22][CH:21]=1)=[O:16])[CH2:11][CH:12]([CH3:14])[CH3:13])[CH2:6][C:7](O)=[O:8])(=[O:3])[CH3:2].ON1C2C=CC=CC=2N=N1.[CH3:42][N:43]1[CH2:48][CH2:47][NH:46][CH2:45][CH2:44]1>ClCCl>[C:1]([S:4][CH:5]([CH:10]([C:15]([NH:17][C@H:18]([C:28]([NH:30][CH3:31])=[O:29])[CH2:19][C:20]1[CH:25]=[CH:24][C:23]([O:26][CH3:27])=[CH:22][CH:21]=1)=[O:16])[CH2:11][CH:12]([CH3:13])[CH3:14])[CH2:6][C:7]([N:46]1[CH2:47][CH2:48][N:43]([CH3:42])[CH2:44][CH2:45]1)=[O:8])(=[O:3])[CH3:2]. The product is C(C)(=O)SC(CC(=O)N1CCN(CC1)C)C(CC(C)C)C(=O)N[C@@H](CC1=CC=C(C=C1)OC)C(=O)NC (1-[3-Acetylmercapto-6-methyl-4-[[[1-(S)-[(methylamino)carbonyl]-2-(4-methoxyphenyl)ethyl]amino]carbonyl]heptanoyl]-4-methylpiperazine). Reaction conditions: temperature 5 celsius, time 1 hour. Starting materials: CN(CCN1C(C=C(C=C1)CCC(=O)OCC)=O)C (ethyl β-[N-(2-dimethylaminoethyl)- 2-oxo-4-pyridyl]propionate), C(=O)OCC (ethyl formate), [H-].[Na+] (sodium hydride). The yield is 89.1%. Solvent: oil, C(OC)COC (dimethoxyethane). The product is C(=O)C(C(=O)OCC)CC1=CC(N(C=C1)CCN(C)C)=O (ethyl α-formyl-β-(N-(2-dimethylaminoethyl)-2-oxo-4-pyridyl]propionate). Procedure: To a stirred, cooled suspension of 50% sodium hydride in oil (5.73 g) in dimethoxyethane (50 ml) was added dropwise over 50 minutes a mixture of ethyl β-[N-(2-dimethylaminoethyl)- 2-oxo-4-pyridyl]propionate (25.43 g) and ethyl formate (10.60 g). The reaction temperature was maintained below 3° C., and then was allowed to warm to room temperature overnight. The reaction mixture was poured on to ice and the resultant brown solution was extracted with petroleum ether (40°-60°) (80 ml) and diethyl e... As a reaction SMILES: [H-].[Na+].[CH3:3][N:4]([CH3:21])[CH2:5][CH2:6][N:7]1[CH:12]=[CH:11][C:10]([CH2:13][CH2:14][C:15]([O:17][CH2:18][CH3:19])=[O:16])=[CH:9][C:8]1=[O:20].[CH:22](OCC)=[O:23]>C(COC)OC>[CH:22]([CH:14]([CH2:13][C:10]1[CH:11]=[CH:12][N:7]([CH2:6][CH2:5][N:4]([CH3:3])[CH3:21])[C:8](=[O:20])[CH:9]=1)[C:15]([O:17][CH2:18][CH3:19])=[O:16])=[O:23] |f:0.1|.